This data is from the Open Reaction Database (ORD), a public repository of structured organic reaction records. The task is: describe an organic reaction: reactants, conditions, products, and yield Procedure details: To a 300 ml, 3-necked flask equipped with a condenser, stirrer, drying tube and thermometer is charged dimethylsulfoxide (100 ml), anhydrous potassium carbonate (30 g. >0.20 mole), 3,4-dichlorobenzotrifluoride (21.5 g., 0.10 mole), pinacol (10 g.) and 3-hydroxybenzoic acid (13.8 g., 0.10 mole). The reaction temperature is then taken slowly to 140°-5° C. while stirring vigorously and maintained as such for 4 days. The reaction mixture is then cooled to room temperature and the inorganic solids re... RXN SMILES: C(=O)([O-])[O-].[K+].[K+].[Cl:7][C:8]1[CH:9]=[C:10]([C:15]([F:18])([F:17])[F:16])[CH:11]=[CH:12][C:13]=1Cl.OC(C(O)(C)C)(C)C.[OH:27][C:28]1[CH:29]=[C:30]([CH:34]=[CH:35][CH:36]=1)[C:31]([OH:33])=[O:32]>CS(C)=O>[Cl:7][C:8]1[CH:9]=[C:10]([C:15]([F:18])([F:17])[F:16])[CH:11]=[CH:12][C:13]=1[O:27][C:28]1[CH:29]=[C:30]([CH:34]=[CH:35][CH:36]=1)[C:31]([OH:33])=[O:32] |f:0.1.2|. Yields the product ClC1=C(OC=2C=C(C(=O)O)C=CC2)C=CC(=C1)C(F)(F)F (3-(2-chloro-4-trifluoromethylphenoxy)-benzoic acid). Solvent: CS(=O)C (dimethylsulfoxide). Reactants: C([O-])([O-])=O.[K+].[K+] (potassium carbonate), ClC=1C=C(C=CC1Cl)C(F)(F)F (3,4-dichlorobenzotrifluoride), OC(C)(C)C(C)(C)O (pinacol), OC=1C=C(C(=O)O)C=CC1 (3-hydroxybenzoic acid), yellow solid. Reactants: FC(C(=O)O)(F)F.ClC1=CC=C2C(=C1)NC(C21C(NC(C1C1=C(C(=CC=C1)Cl)F)C(=O)O)CC(C)(C)C)=O (rac-(2′S,3′R,4′S,5′R)-6-chloro-4′-(3-chloro-2-fluoro-phenyl)-2′-(2,2-dimethyl-propyl)-2-oxo-1,2-dihydro-spiro[indole-3,3′-pyrrolidine]-5′-carboxylic acid trifluoroacetic acid), C(C)(C)N(CC)C(C)C (diisopropylethylamine), C1(=CC=CC=C1)P(=O)(C1=CC=CC=C1)Cl (diphenylphosphinic chloride), NC1=C(C=C(C#N)C=C1)OC (4-amino-3-methoxy-benzonitrile). The solvent is ClCCCl (1,2-dichloroethane). Yields the product C(#N)C1=CC(=C(C=C1)NC(=O)C1C(C2(C(N1)CC(C)(C)C)C(NC1=CC(=CC=C12)Cl)=O)C1=C(C(=CC=C1)Cl)F)OC (rac-(2′S,3′R,4′S,5′R)-6-chloro-4′-(3-chloro-2-fluoro-phenyl)-2′-(2,2-dimethyl-propyl)-2-oxo-1,2-dihydro-spiro[indole-3,3′-pyrrolidine]-5′-carboxylic acid (4-cyano-2-methoxy-phenyl)-amide). RXN SMILES: FC(F)(F)C(O)=O.[Cl:8][C:9]1[CH:14]=[C:13]2[NH:15][C:16](=[O:38])[C:17]3([CH:21]([C:22]4[CH:27]=[CH:26][CH:25]=[C:24]([Cl:28])[C:23]=4[F:29])[CH:20]([C:30](O)=[O:31])[NH:19][CH:18]3[CH2:33][C:34]([CH3:37])([CH3:36])[CH3:35])[C:12]2=[CH:11][CH:10]=1.C(N(C(C)C)CC)(C)C.C1(P(Cl)(C2C=CC=CC=2)=O)C=CC=CC=1.[NH2:63][C:64]1[CH:71]=[CH:70][C:67]([C:68]#[N:69])=[CH:66][C:65]=1[O:72][CH3:73]>ClCCCl>[C:68]([C:67]1[CH:70]=[CH:71][C:64]([NH:63][C:30]([CH:20]2[NH:19][CH:18]([CH2:33][C:34]([CH3:35])([CH3:36])[CH3:37])[C:17]3([C:12]4[C:13](=[CH:14][C:9]([Cl:8])=[CH:10][CH:11]=4)[NH:15][C:16]3=[O:38])[CH:21]2[C:22]2[CH:27]=[CH:26][CH:25]=[C:24]([Cl:28])[C:23]=2[F:29])=[O:31])=[C:65]([O:72][CH3:73])[CH:66]=1)#[N:69] |f:0.1|. Reported procedure: In a manner similar to the method described in Example 27, rac-(2′S,3′R,4′S,5′R)-6-chloro-4′-(3-chloro-2-fluoro-phenyl)-2′-(2,2-dimethyl-propyl)-2-oxo-1,2-dihydro-spiro[indole-3,3′-pyrrolidine]-5′-carboxylic acid trifluoroacetic acid prepared in Example 4 (0.95 g, 1.64 mmol), was reacted with diisopropylethylamine (1.7 g, 13.1 mmol), diphenylphosphinic chloride (1.55 g, 6.6 mmol), then reacted with 4-amino-3-methoxy-benzonitrile (0.49 g, 3.28 mmol) in 1,2-dichloroethane at 70° C. to give rac-(2′... Reactants: C(C)(C)(C)OC(=O)NOS(=O)(=O)C1=C(C=C(C=C1C)C)C (t-butoxycarbonyl-O-mesitylenesulfonylhydroxylamine), C(=O)(C(F)(F)F)O (TFA), ice, ClC=1C=CC(=NC1)CC(=NO)C1=CC=C(C=C1)F (2-(5-chloropyridin-2-yl)-1-(4-fluorophenyl)ethanone oxime). Run in C(Cl)(Cl)Cl (chloroform). Reaction conditions: time 30 minute. Yields the product ClC=1C=CC=2N(C1)N=C(C2)C2=CC=C(C=C2)F (6-Chloro-2-(4-Fluorophenyl)pyrazolo[1,5-a]pyridine). Yield: 74.9%. Reaction SMILES: C(OC(NOS(C1C(C)=CC(C)=CC=1C)(=O)=O)=O)(C)(C)C.C(O)(C(F)(F)F)=O.[Cl:29][C:30]1[CH:31]=[CH:32][C:33]([CH2:36][C:37]([C:40]2[CH:45]=[CH:44][C:43]([F:46])=[CH:42][CH:41]=2)=[N:38]O)=[N:34][CH:35]=1>C(Cl)(Cl)Cl>[Cl:29][C:30]1[CH:31]=[CH:32][C:33]2[N:34]([N:38]=[C:37]([C:40]3[CH:45]=[CH:44][C:43]([F:46])=[CH:42][CH:41]=3)[CH:36]=2)[CH:35]=1. Procedure details: Solid t-butoxycarbonyl-O-mesitylenesulfonylhydroxylamine (8.45 g 26.8 mmol) was added portionwise with stirring to TFA (100 ml) over 10 min then stirred for a further 30 minutes. The solution was poured onto ice (˜250 ml) and left until the ice melted. The resulting white solid was filtered off, washed with water, and dissolved in chloroform (200 ml). The solution was dried over 4 Å mol. sieves for 1.5 hours, filtered and 2-(5-chloropyridin-2-yl)-1-(4-fluorophenyl)ethanone oxime (3.56 g 13.4 mmo... Starting materials: CC1=NC(=CC=C1)C#CC=C1CCNCC1 (2-Methyl-6-(3-piperidin-4-ylideneprop-1-ynyl)pyridine), BrC=1C=NC=CC1C (3-bromo-4-methylpyridine), C([O-])([O-])=O.[Cs+].[Cs+] (cesium carbonate), C1(CCCCC1)P(C1=C(C=CC=C1)C1=CC=CC=C1)C1CCCCC1 (2-(dicyclohexylphosphino)biphenyl). The reagents and catalysts are C(C)(=O)[O-].[Pd+2].C(C)(=O)[O-] (palladium(II)acetate). Conditions: temperature 150 celsius. Yields the product CC1=NC(=CC=C1)C#CC=C1CCN(CC1)C=1C=NC=CC1C (2-Methyl-6-{3-[1-(4-methylpyridin-3-yl)piperidin-4-ylidene]prop-1-yn-1-yl}pyridine). Isolated yield 6.6%. RXN SMILES: [CH3:1][C:2]1[CH:7]=[CH:6][CH:5]=[C:4]([C:8]#[C:9][CH:10]=[C:11]2[CH2:16][CH2:15][NH:14][CH2:13][CH2:12]2)[N:3]=1.Br[C:18]1[CH:19]=[N:20][CH:21]=[CH:22][C:23]=1[CH3:24].C(=O)([O-])[O-].[Cs+].[Cs+].C1(P(C2CCCCC2)C2C=CC=CC=2C2C=CC=CC=2)CCCCC1>C([O-])(=O)C.[Pd+2].C([O-])(=O)C>[CH3:1][C:2]1[CH:7]=[CH:6][CH:5]=[C:4]([C:8]#[C:9][CH:10]=[C:11]2[CH2:12][CH2:13][N:14]([C:18]3[CH:19]=[N:20][CH:21]=[CH:22][C:23]=3[CH3:24])[CH2:15][CH2:16]2)[N:3]=1 |f:2.3.4,6.7.8|. Reported procedure: A mixture of the compound of Example 3 (0.102 g, 0.48 mmol), 3-bromo-4-methylpyridine (0.046 g, 0.40 mmol), cesium carbonate (0.658 g, 2 mmol), 2-(dicyclohexylphosphino)biphenyl (8.8 mg, 0.024 mmol), palladium(II)acetate (0.0027 mg, 0.012 mmol), in anhydrous and degassed toluene (3 mL) was heated in a microwave oven at at 150° C. for 15 min in a sealed vessel. The reaction mixture was cooled, poured into water and extracted with EtOAc. The combined organic layers were washed with brine, dried on... The reactants are CC(=O)O, CNC1=NCC(c2ccc([N+](=O)[O-])cc2)c2cc(Cl)ccc21, Cl, [Fe]. Product: CNC1=NCC(c2ccc(N)cc2)c2cc(Cl)ccc21. As a reaction SMILES: [CH3:24][C:25](=[O:26])[OH:27].[Cl:1][c:2]1[cH:3][c:4]2[c:9]([cH:10][cH:11]1)[C:8]([NH:12][CH3:13])=[N:7][CH2:6][CH:5]2[c:14]1[cH:15][cH:16][c:17]([N+:20]([O-:21])=[O:22])[cH:18][cH:19]1.[ClH:23].[Fe:28]>>[Cl:1][c:2]1[cH:3][c:4]2[c:9]([cH:10][cH:11]1)[C:8]([NH:12][CH3:13])=[N:7][CH2:6][CH:5]2[c:14]1[cH:15][cH:16][c:17]([NH2:20])[cH:18][cH:19]1. Starting materials: ClC1=CC(=C(C(=O)NCC2=CC=NC3=CC(=C(C=C23)OC)OC)C=C1)C=C (4-Chloro-N-((6,7-dimethoxyquinolin-4-yl)methyl)-2-vinylbenzamide), C(C)(=O)[O-].[Na+] (sodium acetate), O (water). Solvent: CS(=O)C (DMSO). Conditions: temperature 100 celsius, time 8 hour. Reagents/catalysts: C(C)(=O)[O-].[Pd+2].C(C)(=O)[O-] (palladium acetate). Reported procedure: 4-Chloro-N-((6,7-dimethoxyquinolin-4-yl)methyl)-2-vinylbenzamide (0.084 g, 0.22 mmol), sodium acetate (0.036 g, 0.44 mmol), and palladium acetate (0.002 g, 0.011 mmol) were combined in DMSO (5 ml). The reaction mixture was stirred under an oxygen balloon at 100° C. overnight. The mixture was poured into water and extracted with ethyl acetate three times. The combined organic layers were washed with water and brine, dried over sodium sulfate, filtered and concentrated. The crude material was puri... As a reaction SMILES: [Cl:1][C:2]1[CH:25]=[CH:24][C:5]([C:6]([NH:8][CH2:9][C:10]2[C:19]3[C:14](=[CH:15][C:16]([O:22][CH3:23])=[C:17]([O:20][CH3:21])[CH:18]=3)[N:13]=[CH:12][CH:11]=2)=[O:7])=[C:4]([CH:26]=[CH2:27])[CH:3]=1.C([O-])(=O)C.[Na+].O>CS(C)=O.C([O-])(=O)C.[Pd+2].C([O-])(=O)C>[Cl:1][C:2]1[CH:3]=[C:4]2[C:5](=[CH:24][CH:25]=1)[C:6](=[O:7])[N:8]([CH2:9][C:10]1[C:19]3[C:14](=[CH:15][C:16]([O:22][CH3:23])=[C:17]([O:20][CH3:21])[CH:18]=3)[N:13]=[CH:12][CH:11]=1)[CH:27]=[CH:26]2 |f:1.2,5.6.7|. The product is ClC=1C=C2C=CN(C(C2=CC1)=O)CC1=CC=NC2=CC(=C(C=C12)OC)OC (6-chloro-2-((6,7-dimethoxyquinolin-4-yl)methyl)isoquinolin-1(2H)-one). Reactants: Cl.COC1=CC2=C(CC(N(CC2)CCCN(C2CC3=CC(=C(C=C3CC2)OC)OC)C)=O)C=C1OC (1-[7,8-dimethoxy-1,3,4,5-tetrahydro-2H-3-benzazepin-2-on-3-yl]-3-[N-methyl-N-(6,7-dimethoxy-1,2,3,4-tetrahydronaphth-2-yl)-amino]-propane hydrochloride), [H-].[Al+3].[Li+].[H-].[H-].[H-] (lithium aluminum hydride), O (water), [OH-].[Na+] (sodium hydroxide). The solvent is C(C)OCC (diethyl ether). The product is COC1=CC2=C(CCN(CC2)CCCN(C2CC3=CC(=C(C=C3CC2)OC)OC)C)C=C1OC (1-[7,8-Dimethoxy-2,3,4,5-tetrahydro-1H-3-benzazepin-3-yl]-3-[N-methyl-N-(6,7-dimethoxy-1,2,3,4-tetrahydronaphth-2-yl)-amino]-propane). As a reaction SMILES: Cl.[CH3:2][O:3][C:4]1[C:34]([O:35][CH3:36])=[CH:33][C:7]2[CH2:8][C:9](=O)[N:10]([CH2:13][CH2:14][CH2:15][N:16]([CH3:31])[CH:17]3[CH2:26][CH2:25][C:24]4[C:19](=[CH:20][C:21]([O:29][CH3:30])=[C:22]([O:27][CH3:28])[CH:23]=4)[CH2:18]3)[CH2:11][CH2:12][C:6]=2[CH:5]=1.[H-].[Al+3].[Li+].[H-].[H-].[H-].O.[OH-].[Na+]>C(OCC)C>[CH3:36][O:35][C:34]1[C:4]([O:3][CH3:2])=[CH:5][C:6]2[CH2:12][CH2:11][N:10]([CH2:13][CH2:14][CH2:15][N:16]([CH3:31])[CH:17]3[CH2:26][CH2:25][C:24]4[C:19](=[CH:20][C:21]([O:29][CH3:30])=[C:22]([O:27][CH3:28])[CH:23]=4)[CH2:18]3)[CH2:9][CH2:8][C:7]=2[CH:33]=1 |f:0.1,2.3.4.5.6.7,9.10|. Reported procedure: Here, 1-[7,8-dimethoxy-1,3,4,5-tetrahydro-2H-3-benzazepin-2-on-3-yl]-3-[N-methyl-N-(6,7-dimethoxy-1,2,3,4-tetrahydronaphth-2-yl)-amino]-propane hydrochloride (1.4 g, 0.0027 mol) is added to a suspension of lithium aluminum hydride (0.24 g, 0.0062 mol) in diethyl ether (50 ml) and refluxed for 7 hours. Then water and 15% sodium hydroxide solution are added, the mixture is concentrated in vacuo and purified over silica gel (50 g) (32-63 μm) with methylene chloride and increasing amounts of ethanol...